Dataset: the Open Reaction Database (ORD), a public repository of structured organic reaction records. Task: describe an organic reaction: reactants, conditions, products, and yield The reactants are C1CCOC1, CCOC(=O)CC(c1ccc(OCc2cccc(-c3ccc(C(F)(F)F)cc3)c2)cc1)c1nc(C)cs1, CO, O. Product: Cc1csc(C(CC(=O)O)c2ccc(OCc3cccc(-c4ccc(C(F)(F)F)cc4)c3)cc2)n1. Reaction SMILES: [CH2:40]1[O:41][CH2:42][CH2:43][CH2:44]1.[CH3:1][c:2]1[n:3][c:4]([CH:7]([CH2:8][C:9](=[O:10])[O:11][CH2:12][CH3:13])[c:14]2[cH:15][cH:16][c:17]([O:20][CH2:21][c:22]3[cH:23][c:24](-[c:28]4[cH:29][cH:30][c:31]([C:34]([F:35])([F:36])[F:37])[cH:32][cH:33]4)[cH:25][cH:26][cH:27]3)[cH:18][cH:19]2)[s:5][cH:6]1.[CH3:38][OH:39].[OH2:45]>>[CH3:1][c:2]1[n:3][c:4]([CH:7]([CH2:8][C:9](=[O:10])[OH:11])[c:14]2[cH:15][cH:16][c:17]([O:20][CH2:21][c:22]3[cH:23][c:24](-[c:28]4[cH:29][cH:30][c:31]([C:34]([F:35])([F:36])[F:37])[cH:32][cH:33]4)[cH:25][cH:26][cH:27]3)[cH:18][cH:19]2)[s:5][cH:6]1. Reactants: ClCCCBr, O=C([O-])[O-], CC(C)=O, [K+], [K+], O=Cc1ccc(O)cc1. Product: O=Cc1ccc(OCCCCl)cc1. Reaction SMILES: [Br:10][CH2:11][CH2:12][CH2:13][Cl:14].[C:15](=[O:16])([O-:17])[O-:18].[CH3:21][C:22](=[O:23])[CH3:24].[K+:19].[K+:20].[OH:1][c:2]1[cH:3][cH:4][c:5]([CH:6]=[O:7])[cH:8][cH:9]1>>[O:1]([c:2]1[cH:3][cH:4][c:5]([CH:6]=[O:7])[cH:8][cH:9]1)[CH2:11][CH2:12][CH2:13][Cl:14]. Reactants: [Mn](=O)(=O)(=O)[O-].[K+] (potassium permanganate), O (water), S(=O)(=O)([O-])S(=O)[O-].[Na+].[Na+] (sodium metabisulfite), C(C=C)C1=CC=CC=2C(C(=C(OC21)C2=CC=CC=C2)C)=O (8-allyl-3-methyl-4-oxo-2-phenyl-4H-1-benzopyran), S(O)(O)(=O)=O (sulfuric acid). Reagents/catalysts: [Cl-].C[N+](CCCCCCCC)(CCCCCCCC)CCCCCCCC (methyltrioctylammonium chloride), CCCCCCCC[N+](C)(CCCCCCCC)CCCCCCCC.[Cl-] (Aliquat 336). Run in ClCCl (dichloromethane), C(C)(=O)O (acetic acid). Conditions: time 5 hour. Yields the product C(=O)(O)CC1=CC=CC=2C(C(=C(OC21)C2=CC=CC=C2)C)=O (8-Carboxymethyl-3-methyl-4-oxo-2-phenyl-4H-1-benzopyran). RXN SMILES: [Mn]([O-])(=O)(=O)=O.[K+].[CH2:7]([C:10]1[C:19]2[O:18][C:17]([C:20]3[CH:25]=[CH:24][CH:23]=[CH:22][CH:21]=3)=[C:16]([CH3:26])[C:15](=[O:27])[C:14]=2[CH:13]=[CH:12][CH:11]=1)[CH:8]=C.S(=O)(=O)(O)[OH:29].S(S([O-])=O)([O-])(=O)=O.[Na+].[Na+].[OH2:42]>CCCCCCCC[N+](CCCCCCCC)(CCCCCCCC)C.[Cl-].ClCCl.C(O)(=O)C>[C:8]([CH2:7][C:10]1[C:19]2[O:18][C:17]([C:20]3[CH:25]=[CH:24][CH:23]=[CH:22][CH:21]=3)=[C:16]([CH3:26])[C:15](=[O:27])[C:14]=2[CH:13]=[CH:12][CH:11]=1)([OH:29])=[O:42] |f:0.1,4.5.6,8.9|. Procedure: 4.5 g of potassium permanganate was added portionwise within 1.5 hours under stirring at 0°-10° C., to a mixture of 2.76 g of 8-allyl-3-methyl-4-oxo-2-phenyl-4H-1-benzopyran (P. Da Re, U.S. Pat. No. 3,350,411), 0.17 g of Aliquat 336® (methyltrioctylammonium chloride), 1.12 ml of acetic acid, 56 ml of dichloromethane, 3.2 ml of sulfuric acid (d=1.84) and 60 ml of water. Stirring was continued at room temperature for 5 hours. 3.4 g of sodium metabisulfite were added portionwise at 0°-5° C. within ... The reactants are NC1=C(N=NC2=C(C(=CC=C12)F)I)C(=O)NCCC (4-amino-7-fluoro-8-iodo-N-propylcinnoline-3-carboxamide), ClC1=C(C=C(C=C1)OC)B(O)O (2-chloro-5-methoxyphenyl boronic acid). Product: C(CC)NC(=O)C=1N=NC2=C(C(=CC=C2C1N)F)C1=C(C=CC(=C1)OC)Cl (4-Amino-8-(2-chloro-5-methoxyphenyl)-7-fluoro-cinnoline-3-carboxylic acid propylamide), solid. The yield is 72.0%. RXN SMILES: [NH2:1][C:2]1[C:11]2[C:6](=[C:7](I)[C:8]([F:12])=[CH:9][CH:10]=2)[N:5]=[N:4][C:3]=1[C:14]([NH:16][CH2:17][CH2:18][CH3:19])=[O:15].[Cl:20][C:21]1[CH:26]=[CH:25][C:24]([O:27][CH3:28])=[CH:23][C:22]=1B(O)O>>[CH2:17]([NH:16][C:14]([C:3]1[N:4]=[N:5][C:6]2[C:11]([C:2]=1[NH2:1])=[CH:10][CH:9]=[C:8]([F:12])[C:7]=2[C:22]1[CH:23]=[C:24]([O:27][CH3:28])[CH:25]=[CH:26][C:21]=1[Cl:20])=[O:15])[CH2:18][CH3:19]. Procedure: The title compound was prepared from 4-amino-7-fluoro-8-iodo-N-propylcinnoline-3-carboxamide (250 mg, 0.67 mmol) and 2-chloro-5-methoxyphenyl boronic acid (279 mg, 1.50 mmol) according to Method A to afford a solid (181 mg, 72%). 1H NMR (500.333 MHz, CDCl3) δ 8.41 (s, 1H), 7.90 (dd, J=9.1, 5.1 Hz, 1H), 7.49 (t, J=8.7 Hz, 1H), 7.41 (dd, J=6.9, 2.7 Hz, 1H), 6.94-6.92 (m, 2H), 3.79 (s, 3H), 3.44 (q, J=6.7 Hz, 2H), 1.65 (sextet, J=7.2 Hz, 2H), 0.99 (t, J=7.3 Hz, 3H). MS APCI, m/z=389/391 (M+H). HPLC... Reactants: ClC1=C(C=CC=C1)S(=O)(=O)Cl (2-Chlorobenzenesulfonyl chloride), OC=1C=C(C(=O)OC)C=C(C1)O (methyl 3,5-dihydroxybenzoate), ClC1=C(C=CC=C1)S(=O)(=O)Cl (2-chlorobenzenesulfonyl chloride). Run in C([O-])(O)=O.[Na+] (sodium bicarbonate), C(C)OCC (diethyl ether), C(Cl)Cl (methylene chloride). Reaction conditions: time 2 day. Product: OC=1C=C(C=C(C1)C(=O)OC)OS(=O)(=O)C1=C(C=CC=C1)Cl (2-Chlorobenzenesulfonic acid 3-hydroxy-5-carbomethoxyphenyl ester). RXN SMILES: [Cl:1][C:2]1[CH:7]=[CH:6][CH:5]=[CH:4][C:3]=1[S:8](Cl)(=[O:10])=[O:9].[OH:12][C:13]1[CH:14]=[C:15]([CH:20]=[C:21]([OH:23])[CH:22]=1)[C:16]([O:18][CH3:19])=[O:17]>C(=O)(O)[O-].[Na+].C(OCC)C.C(Cl)Cl>[OH:12][C:13]1[CH:22]=[C:21]([O:23][S:8]([C:3]2[CH:4]=[CH:5][CH:6]=[CH:7][C:2]=2[Cl:1])(=[O:10])=[O:9])[CH:20]=[C:15]([C:16]([O:18][CH3:19])=[O:17])[CH:14]=1 |f:2.3|. Reported procedure: 2-Chlorobenzenesulfonyl chloride (2.49 g, 0.018 mol) was added dropwise to a rapidly stirred mixture of methyl 3,5-dihydroxybenzoate in saturated sodium bicarbonate (20 mL) and diethyl ether (20 mL) and allowed to stir at ambient temperature. After 2 days, 1.25 g of 2-chlorobenzenesulfonyl chloride was added and stirred for an additional 1 day. The reaction mixture was diluted with methylene chloride and separated. The aqueous layer was extracted with methylene chloride. The combined methylene c... Starting materials: O=S(Cl)Cl, O=C(O)C=C(c1ccccc1)c1ccc([N+](=O)[O-])cc1, c1ccccc1. RXN SMILES: [S:21]([Cl:22])([Cl:23])=[O:24].[c:1]1([C:7](=[CH:8][C:9](=[O:10])[OH:11])[c:12]2[cH:13][cH:14][c:15]([N+:18](=[O:19])[O-:20])[cH:16][cH:17]2)[cH:2][cH:3][cH:4][cH:5][cH:6]1.[cH:25]1[cH:26][cH:27][cH:28][cH:29][cH:30]1>>[c:1]1([C:7](=[CH:8][C:9](=[O:10])[Cl:23])[c:12]2[cH:13][cH:14][c:15]([N+:18](=[O:19])[O-:20])[cH:16][cH:17]2)[cH:2][cH:3][cH:4][cH:5][cH:6]1. The product is O=C(Cl)C=C(c1ccccc1)c1ccc([N+](=O)[O-])cc1. Starting materials: BrBr, CC(=O)O, FC(F)(F)Cn1ncnc1-c1cc(Cl)cs1. Yields the product FC(F)(F)Cn1ncnc1-c1cc(Cl)c(Br)s1. RXN SMILES: [Br:17][Br:18].[C:19]([OH:20])(=[O:21])[CH3:22].[Cl:1][c:2]1[cH:3][c:4](-[c:7]2[n:8][cH:9][n:10][n:11]2[CH2:12][C:13]([F:14])([F:15])[F:16])[s:5][cH:6]1>>[Cl:1][c:2]1[cH:3][c:4](-[c:7]2[n:8][cH:9][n:10][n:11]2[CH2:12][C:13]([F:14])([F:15])[F:16])[s:5][c:6]1[Br:17]. The reactants are CCOC(CCl)OCC (chloroacetaldehydediethylacetal), C(C)OC(=O)NN (hydrazinoformic acid ethylester), Cl (hydrochloric acid). Solvent: O (water), O (water). Run at temperature 30 celsius, time 15 minute. Yields the product C(C)OC(NN=CCCl)=O (2-chloroethylideneaminocarbamic acid ethylester). Reaction SMILES: Cl.CCO[CH:5](OCC)[CH2:6][Cl:7].[CH2:11]([O:13][C:14]([NH:16][NH2:17])=[O:15])[CH3:12]>O>[CH2:11]([O:13][C:14](=[O:15])[NH:16][N:17]=[CH:5][CH2:6][Cl:7])[CH3:12]. Procedure details: 60 ml water and 0.8 ml of concentrated hydrochloric acid were heated to 90° C. in a three times tubulated round bottom flask of 250 ml contents equipped with a stirrer, thermometer and reflux condenser. The reaction mass was then reacted with 15.2 g of chloroacetaldehydediethylacetal and was subjected to stirring for 15 minutes at 90° to 100° C. The mass was then cooled to 30° C. and a solution of 12.5 g of hydrazinoformic acid ethylester in 40 ml water was added within a period of 10 minutes. T... The reactants are O=[N+]([O-])O, Oc1nc2ccc3c(c2nc1O)CCCC3. Product: O=[N+]([O-])c1cc2nc(O)c(O)nc2c2c1CCCC2. Reaction SMILES: [OH:17][N+:18]([O-:19])=[O:20].[OH:1][c:2]1[c:3]([OH:16])[n:4][c:5]2[cH:6][cH:7][c:8]3[c:9]([c:10]2[n:11]1)[CH2:12][CH2:13][CH2:14][CH2:15]3>>[OH:1][c:2]1[c:3]([OH:16])[n:4][c:5]2[cH:6][c:7]([N+:18](=[O:17])[O-:19])[c:8]3[c:9]([c:10]2[n:11]1)[CH2:12][CH2:13][CH2:14][CH2:15]3.